Dataset: the Open Reaction Database (ORD), a public repository of structured organic reaction records. Task: describe an organic reaction: reactants, conditions, products, and yield The reactants are CCc1nc2ccccc2n1-c1nc(N2CCOCC2)c2nc(C3(OC)CNC3)n(C)c2n1, CC(C)=O, CO. Product: CCc1nc2ccccc2n1-c1nc(N2CCOCC2)c2nc(C3(OC)CN(C(C)C)C3)n(C)c2n1. As a reaction SMILES: [CH2:1]([CH3:2])[c:3]1[n:4][c:5]2[c:6]([n:7]1-[c:8]1[n:9][c:10]([N:24]3[CH2:25][CH2:26][O:27][CH2:28][CH2:29]3)[c:11]3[n:12][c:13]([C:18]4([O:22][CH3:23])[CH2:19][NH:20][CH2:21]4)[n:14]([CH3:17])[c:15]3[n:16]1)[cH:30][cH:31][cH:32][cH:33]2.[CH3:34][C:35]([CH3:36])=[O:37].[CH3:38][OH:39]>>[CH2:1]([CH3:2])[c:3]1[n:4][c:5]2[c:6]([n:7]1-[c:8]1[n:9][c:10]([N:24]3[CH2:25][CH2:26][O:27][CH2:28][CH2:29]3)[c:11]3[n:12][c:13]([C:18]4([O:22][CH3:23])[CH2:19][N:20]([CH:35]([CH3:34])[CH3:36])[CH2:21]4)[n:14]([CH3:17])[c:15]3[n:16]1)[cH:30][cH:31][cH:32][cH:33]2.